Dataset: the Open Reaction Database (ORD), a public repository of structured organic reaction records. Task: describe an organic reaction: reactants, conditions, products, and yield Starting materials: CNC(C1=CC=C(C=C1)[N+](=O)[O-])=O (N-Methyl 4-nitrobenzamide), S(=O)(Cl)Cl (thionyl chloride). Product: CN=C(C1=CC=C(C=C1)[N+](=O)[O-])Cl (N-Methyl 4-Nitrobenzimidoyl Chloride). Isolated yield 25.9%. Reaction SMILES: [CH3:1][NH:2][C:3](=O)[C:4]1[CH:9]=[CH:8][C:7]([N+:10]([O-:12])=[O:11])=[CH:6][CH:5]=1.S(Cl)([Cl:16])=O>>[CH3:1][N:2]=[C:3]([Cl:16])[C:4]1[CH:9]=[CH:8][C:7]([N+:10]([O-:12])=[O:11])=[CH:6][CH:5]=1. Procedure details: N-Methyl 4-nitrobenzamide (30.0 g, 167 mmole) and thionyl chloride (256 g, 2.15 mole) were heated at reflux for five hours. The excess thionyl chloride was removed at ~15 mm Hg. Xylene was added to the reaction and distilled under reduced pressure to yield a solid which was recrystallized from petroleum ether to yield 8.6 g of the title compound as a light yellow solid, m.p. 67°-73° C. Reactants: 3.42-g, [H-].[Na+] (NaH), C(=O)(OCC)C1=CC(=C(CP(OCC)(OCC)=O)C=C1)OC (diethyl 4-carbethoxy-2-methoxybenzylphosphonate), [H][H] (hydrogen), [H-].[Na+] (NaH), CC(=O)C (acetone). Run in CCCCC (pentane), CN(C)C=O (DMF), CN(C)C=O (DMF), CC(=O)O (HOAc), O (H2O), CCOCC (Et2O). Reaction conditions: time 3.5 hour. Product: CC(=CC1=C(C=C(C(=O)OCC)C=C1)OC)C (Ethyl 4-(2,2-Dimethylvinyl)-3-methoxybenzoate). Isolated yield 73.0%. RXN SMILES: [H-].[Na+].[C:3]([C:8]1[CH:22]=[CH:21][C:11]([CH2:12]P(=O)(OCC)OCC)=[C:10]([O:23][CH3:24])[CH:9]=1)([O:5][CH2:6][CH3:7])=[O:4].[H][H].[CH3:27][C:28]([CH3:30])=O>CCCCC.CN(C=O)C.CC(O)=O.O.CCOCC>[CH3:27][C:28]([CH3:30])=[CH:12][C:11]1[CH:21]=[CH:22][C:8]([C:3]([O:5][CH2:6][CH3:7])=[O:4])=[CH:9][C:10]=1[O:23][CH3:24] |f:0.1|. Procedure details: A 3.42-g (84.2-mmol) portion of 59% NaH-mineral dispersion was washed with pentane (20 mL, 2×10 mL). To the NaH remaining was added with stirring 85 mL of DMF followed by 27.8 g (84.2 mmol) of diethyl 4-carbethoxy-2-methoxybenzylphosphonate in 10 mL of DMF (5-mL DMF rinse). The reaction mixture turned deep yellow. After 3.5 h of stirring, when hydrogen evolution ceased, 32.0 mL (436 mmol) of acetone was added with cooling in a cold water bath to maintain the internal temperature at 20°-30° C. Th... The reactants are CN1CCC2=C(C=CC=C12)[N+](=O)[O-] (1-Methyl-4-nitro-2,3-dihydro-1H-indole). The reagents and catalysts are [Pd] (palladium on carbon). The solvent is C(C)O (ethanol). Run at time 20 minute. Yields the product CN1CCC=2C(=CC=CC12)N (1-Methyl-2,3-dihydro-1H-indol-4-amine). Isolated yield 97.4%. Reaction SMILES: [CH3:1][N:2]1[C:10]2[C:5](=[C:6]([N+:11]([O-])=O)[CH:7]=[CH:8][CH:9]=2)[CH2:4][CH2:3]1>C(O)C.[Pd]>[CH3:1][N:2]1[C:10]2[CH:9]=[CH:8][CH:7]=[C:6]([NH2:11])[C:5]=2[CH2:4][CH2:3]1. Reported procedure: A solution of Intermediate 70 (0.50 g) in ethanol (30 ml) was added to 10% palladium on carbon (0.050 g) and the mixture was stirred under an atmosphere of hydrogen for 20 min. The mixture was filtered through ‘hyflo’ filter aid and the solvent removed in vacuo to give the title compound as a brown oil (0.405 g).